This data is from the Open Reaction Database (ORD), a public repository of structured organic reaction records. The task is: describe an organic reaction: reactants, conditions, products, and yield Starting materials: CCOC(=O)CNC(=O)C(NC(=O)OC(C)(C)C)C(C)(C)SC(c1ccccc1)(c1ccccc1)c1ccccc1, ClCCl, C[Si](C)(C)OS(=O)(=O)C(F)(F)F, Cc1cccc(C)n1. The product is CCOC(=O)CNC(=O)C(N)C(C)(C)SC(c1ccccc1)(c1ccccc1)c1ccccc1. As a reaction SMILES: [CH2:1]([CH3:2])[O:3][C:4]([CH2:5][NH:6][C:7]([CH:8]([NH:9][C:10]([O:11][C:12]([CH3:13])([CH3:14])[CH3:15])=[O:16])[C:17]([CH3:18])([CH3:19])[S:20][C:21]([c:22]1[cH:23][cH:24][cH:25][cH:26][cH:27]1)([c:28]1[cH:29][cH:30][cH:31][cH:32][cH:33]1)[c:34]1[cH:35][cH:36][cH:37][cH:38][cH:39]1)=[O:40])=[O:41].[Cl:62][CH2:63][Cl:64].[F:50][C:51]([F:52])([F:53])[S:54]([O:55][Si:56]([CH3:57])([CH3:58])[CH3:59])(=[O:60])=[O:61].[n:42]1[c:43]([CH3:44])[cH:45][cH:46][cH:47][c:48]1[CH3:49]>>[CH2:1]([CH3:2])[O:3][C:4]([CH2:5][NH:6][C:7]([CH:8]([NH2:9])[C:17]([CH3:18])([CH3:19])[S:20][C:21]([c:22]1[cH:23][cH:24][cH:25][cH:26][cH:27]1)([c:28]1[cH:29][cH:30][cH:31][cH:32][cH:33]1)[c:34]1[cH:35][cH:36][cH:37][cH:38][cH:39]1)=[O:40])=[O:41]. Reactants: Brc1ccc(N2CCNCC2)cc1, CCCCO, CC(C)O, CN1CC(CCCl)OC1=O, [I-], [K+], [Na+], [Na+], O=C([O-])[O-]. Yields the product CN1CC(CCN2CCN(c3ccc(Br)cc3)CC2)OC1=O. RXN SMILES: [Br:1][c:2]1[cH:3][cH:4][c:5]([N:8]2[CH2:9][CH2:10][NH:11][CH2:12][CH2:13]2)[cH:6][cH:7]1.[CH2:32]([OH:33])[CH2:34][CH2:35][CH3:36].[CH3:37][CH:38]([OH:39])[CH3:40].[Cl:14][CH2:15][CH2:16][CH:17]1[CH2:18][N:19]([CH3:23])[C:20](=[O:22])[O:21]1.[I-:31].[K+:30].[Na+:24].[Na+:25].[O-:26][C:27](=[O:28])[O-:29]>>[Br:1][c:2]1[cH:3][cH:4][c:5]([N:8]2[CH2:9][CH2:10][N:11]([CH2:15][CH2:16][CH:17]3[CH2:18][N:19]([CH3:23])[C:20](=[O:22])[O:21]3)[CH2:12][CH2:13]2)[cH:6][cH:7]1.